Dataset: the Open Reaction Database (ORD), a public repository of structured organic reaction records. Task: describe an organic reaction: reactants, conditions, products, and yield Reactants: Cl.NO (Hydroxylamine hydrochloride), C([O-])(O)=O.[Na+] (sodium bicarbonate), N1C=CC2=CC=C(C=C12)C#N (1H-indole-6-carbonitrile). The solvent is CCO (EtOH). Reaction conditions: time 36 hour. The product is ONC(=N)C1=CC=C2C=CNC2=C1 (N-hydroxy-1H-indole-6-carboximidamide). Isolated yield 106.5%. RXN SMILES: Cl.[NH2:2][OH:3].C(=O)(O)[O-].[Na+].[NH:9]1[C:17]2[C:12](=[CH:13][CH:14]=[C:15]([C:18]#[N:19])[CH:16]=2)[CH:11]=[CH:10]1>CCO>[OH:3][NH:2][C:18]([C:15]1[CH:16]=[C:17]2[C:12]([CH:11]=[CH:10][NH:9]2)=[CH:13][CH:14]=1)=[NH:19] |f:0.1,2.3|. Reported procedure: Hydroxylamine hydrochloride (4.7 g) and sodium bicarbonate (8.6 g) were added to a solution of 1H-indole-6-carbonitrile (4.8 g) in EtOH (70 mL) successively. The reaction mixture was heated to reflux and stirred for 36 hours. The inorganic percipitate was filtered off. The solid was washed with EtOH (30 mL). The filtrate was concentrated to afford N-hydroxy-1H-indole-6-carboximidamide (D100) (6.3 g) as a yellow solid. No purification was attempted. MS (ES): C9H9N3O requires 175; found 176.2 (M+H...